Dataset: the Open Reaction Database (ORD), a public repository of structured organic reaction records. Task: describe an organic reaction: reactants, conditions, products, and yield Starting materials: N (ammonia), C=1(C(=CC=C(C1)C)C)O (2,5-xylenol), [OH-].[Na+] (sodium hydroxide), C=O (formaldehyde). Run in C(C)(=O)O (acetic acid), O (water). Run at temperature 12 celsius, time 1 hour. The product is OCC1=CC(=C(C=C1C)O)C (4-hydroxymethyl-2,5-dimethylphenol). RXN SMILES: [C:1]1([OH:9])[C:2]([CH3:8])=[CH:3][CH:4]=[C:5]([CH3:7])[CH:6]=1.[OH-:10].[Na+].[CH2:12]=O.N>C(O)(=O)C.O>[OH:10][CH2:12][C:4]1[C:5]([CH3:7])=[CH:6][C:1]([OH:9])=[C:2]([CH3:8])[CH:3]=1 |f:1.2|. Procedure: Into a 5 liter four-necked flask were charged 610.9 g of 2,5-xylenol, 200 gof sodium hydroxide and 2500 g of water. While stirring at 12° C., 565 g of 37% formaldehyde was added dropwise thereto over 1 hour and 30 minutes, and the reaction was conducted for 4 more hours. After completionof the reaction, 89 g of 28% aqueous ammonia solution was added and the mixture was stirred for 30 minutes. Thereafter, 400 g of acetic acid was added thereto, and the resulting mixture was filtered and washed wi...